describe an organic reaction: reactants, conditions, products, and yield From a dataset of the Open Reaction Database (ORD), a public repository of structured organic reaction records. The reactants are CC(C)N1N=CC=C1C(=O)OC (methyl 1-(1-methylethyl)-1H-pyrazole-5-carboxylate), ClN1C(CCC1=O)=O (N-chlorosuccinimide). The solvent is CN(C)C=O (DMF). Run at temperature 60 celsius. Yields the product ClC=1C=NN(C1C(=O)OC)C(C)C (Methyl 4-chloro-1-(1-methylethyl)-1H-pyrazole-5-carboxylate). Yield: 93.6%. As a reaction SMILES: [CH3:1][CH:2]([N:4]1[C:8]([C:9]([O:11][CH3:12])=[O:10])=[CH:7][CH:6]=[N:5]1)[CH3:3].[Cl:13]N1C(=O)CCC1=O>CN(C=O)C>[Cl:13][C:7]1[CH:6]=[N:5][N:4]([CH:2]([CH3:1])[CH3:3])[C:8]=1[C:9]([O:11][CH3:12])=[O:10]. Procedure: A solution of methyl 1-(1-methylethyl)-1H-pyrazole-5-carboxylate (120 mg) in DMF (3 ml) was treated with N-chlorosuccinimide (95 mg) and heated to 60° C. for 18 h under nitrogen. The cooled mixture was partitioned between diethyl ether (20 ml) and water (20 ml), separated and dried over sodium sulphate then evaporated to give the title compound as a pale yellow oil (135 mg).